This data is from the Open Reaction Database (ORD), a public repository of structured organic reaction records. The task is: describe an organic reaction: reactants, conditions, products, and yield The reactants are C(CCC)C1(CCC(CC1)C=1NC2=CC=CC=C2C1CCCO)N(C)C (3-(2-(4-Butyl-4-(dimethylamino)cyclohexyl)-1H-indol-3-yl)propan-1-ol), [Si](C)(C)(C)Cl (Me3SiCl). Solvent: C(C)(=O)OCC (ethyl acetate). Reaction conditions: time 1 hour. Yields the product Cl.C(CCC)C1(CCC(CC1)C=1NC2=CC=CC=C2C1CCCO)N(C)C (3-(2-(4-Butyl-4-(dimethylamino)cyclohexyl)-1H-indol-3-yl)propan-1-ol hydrochloride). RXN SMILES: [CH2:1]([C:5]1([N:24]([CH3:26])[CH3:25])[CH2:10][CH2:9][CH:8]([C:11]2[NH:12][C:13]3[C:18]([C:19]=2[CH2:20][CH2:21][CH2:22][OH:23])=[CH:17][CH:16]=[CH:15][CH:14]=3)[CH2:7][CH2:6]1)[CH2:2][CH2:3][CH3:4].[Si]([Cl:31])(C)(C)C>C(OCC)(=O)C>[ClH:31].[CH2:1]([C:5]1([N:24]([CH3:26])[CH3:25])[CH2:6][CH2:7][CH:8]([C:11]2[NH:12][C:13]3[C:18]([C:19]=2[CH2:20][CH2:21][CH2:22][OH:23])=[CH:17][CH:16]=[CH:15][CH:14]=3)[CH2:9][CH2:10]1)[CH2:2][CH2:3][CH3:4] |f:3.4|. Procedure details: 3-(2-(4-Butyl-4-(dimethylamino)cyclohexyl)-1H-indol-3-yl)propan-1-ol (more polar diastereomer) (54 mg, 0.15 mmol) was dissolved in ethyl acetate (5 ml). Me3SiCl (38 μl, 0.3 mmol) was then added dropwise at RT and the mixture was stirred for 1 h. A white precipitate precipitated out. The precipitate was filtered off with suction, washed with ethyl acetate (2×3 ml) and then dried. Example 181 (57 mg, m.p. 128-132° C., 95%) was obtained as a white solid. Reactants: C(C)(=O)O[C@@H]1OCC[C@@H]1NC([C@@H](NC(C1=CC=C(C=C1)NC(=O)OCC1=CC=CC=C1)=O)CC(C)C)=O ((2S,3S)-2-acetoxy-3-[[N-[4-(N-benzyloxycarbonylamino)benzoyl]-(L)-leucyl]amino]tetrahydrofuran). The reagents and catalysts are [Pd] (palladium-on-carbon). Solvent: C(C)O (ethanol). Product: C(C)(=O)O[C@@H]1OCC[C@@H]1NC([C@@H](NC(C1=CC=C(C=C1)N)=O)CC(C)C)=O ((2S,3S)-2-acetoxy-3-[[N-(4-aminobenzoyl)-(L)-leucyl]amino]tetrahydrofuran). Isolated yield 82.7%. As a reaction SMILES: [C:1]([O:4][C@H:5]1[C@@H:9]([NH:10][C:11](=[O:37])[C@H:12]([CH2:33][CH:34]([CH3:36])[CH3:35])[NH:13][C:14](=[O:32])[C:15]2[CH:20]=[CH:19][C:18]([NH:21]C(OCC3C=CC=CC=3)=O)=[CH:17][CH:16]=2)[CH2:8][CH2:7][O:6]1)(=[O:3])[CH3:2]>C(O)C.[Pd]>[C:1]([O:4][C@H:5]1[C@@H:9]([NH:10][C:11](=[O:37])[C@H:12]([CH2:33][CH:34]([CH3:35])[CH3:36])[NH:13][C:14](=[O:32])[C:15]2[CH:16]=[CH:17][C:18]([NH2:21])=[CH:19][CH:20]=2)[CH2:8][CH2:7][O:6]1)(=[O:3])[CH3:2]. Reported procedure: In ethanol (100 ml) was dissolved (2S,3S)-2-acetoxy-3-[[N-[4-(N-benzyloxycarbonylamino)benzoyl]-(L)-leucyl]amino]tetrahydrofuran (1.0 g) and following addition of palladium-on-carbon (5%, 0.7 g), the catalytic hydrogenation was carried out at ambient temperature and atmospheric pressure. The catalyst was then filtered off and the filtrate was concentrated under reduced pressure to provide (2S,3S)-2-acetoxy-3-[[N-(4-aminobenzoyl)-(L)-leucyl]amino]tetrahydrofuran (chemical formula below) (0.61 g, ... Starting materials: CC(C)(C)[Si](Oc1ccc(OCC(O)CNCCc2ccc(NC3CCN(C(=O)NCc4ccccc4F)CC3)cc2)cc1)(c1ccccc1)c1ccccc1, CO, ClC(Cl)Cl. The product is O=C(NCc1ccccc1F)N1CCC(Nc2ccc(CCNCC(O)COc3ccc(O)cc3)cc2)CC1. Reaction SMILES: [C:1]([Si:2]([c:3]1[cH:4][cH:5][cH:45][cH:46][cH:47]1)([O:6][c:7]1[cH:8][cH:9][c:10]([O:11][CH2:12][CH:13]([CH2:14][NH:15][CH2:16][CH2:17][c:18]2[cH:19][cH:20][c:21]([NH:22][CH:23]3[CH2:24][CH2:25][N:26]([C:29](=[O:30])[NH:31][CH2:32][c:33]4[c:34]([F:39])[cH:35][cH:36][cH:37][cH:38]4)[CH2:27][CH2:28]3)[cH:40][cH:41]2)[OH:42])[cH:43][cH:44]1)[c:48]1[cH:49][cH:50][cH:51][cH:52][cH:53]1)([CH3:54])([CH3:55])[CH3:56].[CH3:57][OH:58].[CH:59]([Cl:60])([Cl:61])[Cl:62]>>[OH:6][c:7]1[cH:8][cH:9][c:10]([O:11][CH2:12][CH:13]([CH2:14][NH:15][CH2:16][CH2:17][c:18]2[cH:19][cH:20][c:21]([NH:22][CH:23]3[CH2:24][CH2:25][N:26]([C:29](=[O:30])[NH:31][CH2:32][c:33]4[c:34]([F:39])[cH:35][cH:36][cH:37][cH:38]4)[CH2:27][CH2:28]3)[cH:40][cH:41]2)[OH:42])[cH:43][cH:44]1. Reactants: BrCC1CO1, O=C([O-])[O-], CCOC(C)=O, [K+], [K+], CN(C)C=O, CC(=O)Nc1ccc(C)cc1O. The product is CC(=O)Nc1ccc(C)cc1OCC1CO1. Reaction SMILES: [Br:13][CH2:14][CH:15]1[CH2:16][O:17]1.[C:18](=[O:19])([O-:20])[O-:21].[CH3:29][CH2:30][O:31][C:32](=[O:33])[CH3:34].[K+:22].[K+:23].[O:24]=[CH:25][N:26]([CH3:27])[CH3:28].[OH:1][c:2]1[c:3]([NH:9][C:10]([CH3:11])=[O:12])[cH:4][cH:5][c:6]([CH3:8])[cH:7]1>>[O:1]([c:2]1[c:3]([NH:9][C:10]([CH3:11])=[O:12])[cH:4][cH:5][c:6]([CH3:8])[cH:7]1)[CH2:14][CH:15]1[CH2:16][O:17]1. As a reaction SMILES: [OH:1][C:2]1[CH:11]=[CH:10][CH:9]=[C:8]2[C:3]=1[CH:4]=C[CH:6]=[N:7]2.[C:12]([O:16][K])(C)([CH3:14])[CH3:13].C(C1OC1)Cl.C[N:24](C=O)C>>[O:16]1[CH2:14][CH:12]1[CH2:13][O:1][C:2]1[CH:11]=[CH:10][CH:9]=[C:8]2[C:3]=1[CH:4]=[N:24][CH:6]=[N:7]2. Product: O1C(COC2=C3C=NC=NC3=CC=C2)C1 (5-(2,3-epoxypropoxy)quinazoline). Reported procedure: In 30 ml of dried DMF was dissolved 2 g of 5-hydroxyquinoline, and 1.5 g of t-butoxypotassium was added thereto, followed by heating and stirring at 50° C. for 1 hour. To the reaction liquid was added 4 g of epichlorohydrin, and the liquid was then heated with stirring at 90° C. for 3 hours. The solvent was distilled off under reduced pressure, and the resultant residue was then purified by the use of a silica gel column chromatograph. On allowing an effluent solvent of chloroform:methanol=100:1... Starting materials: OC1=C2C=CC=NC2=CC=C1 (5-hydroxyquinoline), C(C)(C)(C)O[K] (t-butoxypotassium), CN(C)C=O (DMF), C(Cl)C1CO1 (epichlorohydrin). Reaction conditions: temperature 50 celsius, time 1 hour. The reactants are NCCOCCO, Nc1nc(N)nc(Cl)n1, [Na+], [OH-], O. Product: Nc1nc(N)nc(NCCOCCO)n1. As a reaction SMILES: [NH2:10][CH2:11][CH2:12][O:13][CH2:14][CH2:15][OH:16].[NH2:1][c:2]1[n:3][c:4]([Cl:9])[n:5][c:6]([NH2:8])[n:7]1.[Na+:18].[OH-:17].[OH2:19]>>[NH2:1][c:2]1[n:3][c:4]([NH:10][CH2:11][CH2:12][O:13][CH2:14][CH2:15][OH:16])[n:5][c:6]([NH2:8])[n:7]1.